Dataset: the Open Reaction Database (ORD), a public repository of structured organic reaction records. Task: describe an organic reaction: reactants, conditions, products, and yield Isolated yield 99.0%. Procedure: 6-acetoxy-2-oxo-2,3,4,5-tetrahydro-1H-1-benzoazepine (252 mg) was dissolved in DMF (5 ml), and the resultant solution was stirred at room temperature. Potassium carbonate (509 mg) and methyl bromoacetate (0.22 ml) were added to the solution at room temperature. After disappearance of the raw materials was confirmed, water (20 ml) was added to the reaction solution, and the mixture was then extracted with ethyl acetate. The resultant organic layer was washed with saturated saline, dried over anhy... The product is C(C)(=O)OC1=CC=CC2=C1CCCC(N2CC(=O)OC)=O (Methyl (6-acetoxy-2-oxo-2,3,4,5-tetrahydro-1H-1-benzazepin-1-yl)acetate). The solvent is CN(C)C=O (DMF). Reaction SMILES: [C:1]([O:4][C:5]1[C:10]2[CH2:11][CH2:12][CH2:13][C:14](=[O:16])[NH:15][C:9]=2[CH:8]=[CH:7][CH:6]=1)(=[O:3])[CH3:2].C(=O)([O-])[O-].[K+].[K+].Br[CH2:24][C:25]([O:27][CH3:28])=[O:26].O>CN(C=O)C>[C:1]([O:4][C:5]1[C:10]2[CH2:11][CH2:12][CH2:13][C:14](=[O:16])[N:15]([CH2:24][C:25]([O:27][CH3:28])=[O:26])[C:9]=2[CH:8]=[CH:7][CH:6]=1)(=[O:3])[CH3:2] |f:1.2.3|. Starting materials: resultant solution, raw materials, C(C)(=O)OC1=CC=CC2=C1CCCC(N2)=O (6-acetoxy-2-oxo-2,3,4,5-tetrahydro-1H-1-benzoazepine), C([O-])([O-])=O.[K+].[K+] (Potassium carbonate), BrCC(=O)OC (methyl bromoacetate), O (water). Starting materials: [C-]#N, Cl, N#C[Cu], Cc1ccc(N)c(F)c1, [K+], O=N[O-], [Na+], [Na+], O=C([O-])O. Product: Cc1ccc(C#N)c(F)c1. RXN SMILES: [C-:19]#[N:20].[ClH:25].[Cu:22][C:23]#[N:24].[F:1][c:2]1[c:3]([NH2:4])[cH:5][cH:6][c:7]([CH3:9])[cH:8]1.[K+:21].[N:10]([O-:11])=[O:12].[Na+:13].[Na+:18].[O-:14][C:15]([OH:16])=[O:17]>>[F:1][c:2]1[c:3]([C:23]#[N:24])[cH:5][cH:6][c:7]([CH3:9])[cH:8]1.